Task: describe an organic reaction: reactants, conditions, products, and yield. Dataset: the Open Reaction Database (ORD), a public repository of structured organic reaction records Yields the product O=c1n(CCO)c2ccccc2n1-c1ccc(F)cc1. Reactants: O=C([O-])[O-], Fc1ccc(I)cc1, [K+], [K+], O=[Zn], O, O=c1[nH]c2ccccc2n1CCO. Reaction SMILES: [C:22](=[O:23])([O-:24])[O-:25].[F:14][c:15]1[cH:16][cH:17][c:18]([I:21])[cH:19][cH:20]1.[K+:26].[K+:27].[O:28]=[Zn:29].[OH2:30].[OH:1][CH2:2][CH2:3][n:4]1[c:5](=[O:13])[nH:6][c:7]2[c:8]1[cH:9][cH:10][cH:11][cH:12]2>>[OH:1][CH2:2][CH2:3][n:4]1[c:5](=[O:13])[n:6](-[c:18]2[cH:17][cH:16][c:15]([F:14])[cH:20][cH:19]2)[c:7]2[c:8]1[cH:9][cH:10][cH:11][cH:12]2. Starting materials: [Al+3], C1CCOC1, [H-], [H-], [H-], [H-], [Li+], Nc1cc(C(=O)N2CCCCC2)ccn1. Yields the product Nc1cc(CN2CCCCC2)ccn1. RXN SMILES: [Al+3:17].[CH2:22]1[O:23][CH2:24][CH2:25][CH2:26]1.[H-:16].[H-:19].[H-:20].[H-:21].[Li+:18].[NH2:1][c:2]1[n:3][cH:4][cH:5][c:6]([C:8](=[O:9])[N:10]2[CH2:11][CH2:12][CH2:13][CH2:14][CH2:15]2)[cH:7]1>>[NH2:1][c:2]1[n:3][cH:4][cH:5][c:6]([CH2:8][N:10]2[CH2:11][CH2:12][CH2:13][CH2:14][CH2:15]2)[cH:7]1. Reactants: Cc1c(C(=O)O)ccc(S(C)(=O)=O)c1C1=NOCC1, O=S(Cl)Cl, c1ccccc1, c1ccncc1. As a reaction SMILES: [O:1]1[N:2]=[C:3]([c:6]2[c:7]([CH3:19])[c:8]([C:9](=[O:10])[OH:11])[cH:12][cH:13][c:14]2[S:15](=[O:16])(=[O:17])[CH3:18])[CH2:4][CH2:5]1.[S:26]([Cl:27])([Cl:28])=[O:29].[cH:20]1[cH:21][cH:22][cH:23][cH:24][cH:25]1.[cH:30]1[cH:31][cH:32][n:33][cH:34][cH:35]1>>[O:1]1[N:2]=[C:3]([c:6]2[c:7]([CH3:19])[c:8]([C:9](=[O:10])[Cl:28])[cH:12][cH:13][c:14]2[S:15](=[O:16])(=[O:17])[CH3:18])[CH2:4][CH2:5]1. Yields the product Cc1c(C(=O)Cl)ccc(S(C)(=O)=O)c1C1=NOCC1. Reactants: [Si](C)(C)(C(C)(C)C)OCC(C(CCCO)C(C1=CN=CC=C1)=O)O (1-(t-butyldimethylsilyloxy)-3-nicotinoylhexan-2,6-diol), N1C=NC=C1 (imidazole), C(C)(C)(C)[Si](Cl)(C1=CC=CC=C1)C1=CC=CC=C1 (t-butyldiphenylchlorosilane). The solvent is C(C)(=O)OCC (ethyl acetate), CN(C=O)C (dimethylformamide). Run at time 8 hour. Yields the product [Si](C)(C)(C(C)(C)C)OCC(C(CCCO[Si](C1=CC=CC=C1)(C1=CC=CC=C1)C(C)(C)C)C(C1=CN=CC=C1)=O)O (1-(t-butyldimethylsilyloxy)-6-(t-butyldiphenylsilyloxy)-3-nicotinoylhexan-2-ol). Reaction SMILES: [Si:1]([O:8][CH2:9][CH:10]([OH:24])[CH:11]([C:16](=[O:23])[C:17]1[CH:22]=[CH:21][CH:20]=[N:19][CH:18]=1)[CH2:12][CH2:13][CH2:14][OH:15])([C:4]([CH3:7])([CH3:6])[CH3:5])([CH3:3])[CH3:2].N1C=CN=C1.[C:30]([Si:34]([C:42]1[CH:47]=[CH:46][CH:45]=[CH:44][CH:43]=1)([C:36]1[CH:41]=[CH:40][CH:39]=[CH:38][CH:37]=1)Cl)([CH3:33])([CH3:32])[CH3:31]>CN(C)C=O.C(OCC)(=O)C>[Si:1]([O:8][CH2:9][CH:10]([OH:24])[CH:11]([C:16](=[O:23])[C:17]1[CH:22]=[CH:21][CH:20]=[N:19][CH:18]=1)[CH2:12][CH2:13][CH2:14][O:15][Si:34]([C:30]([CH3:33])([CH3:32])[CH3:31])([C:42]1[CH:43]=[CH:44][CH:45]=[CH:46][CH:47]=1)[C:36]1[CH:41]=[CH:40][CH:39]=[CH:38][CH:37]=1)([C:4]([CH3:6])([CH3:7])[CH3:5])([CH3:3])[CH3:2]. Procedure: To a solution of 4.69 g (0.0133 mole) of 1-(t-butyldimethylsilyloxy)-3-nicotinoylhexan-2,6-diol, 2.18 g (0.032 mole) of imidazole in 12 ml of dimethylformamide is added at once 4.38 g (0.0159 mole) of t-butyldiphenylchlorosilane, the mixture is stirred at room temperature overnight, diluted with 30 ml of ethyl acetate and washed with water (2×10 ml) and brine, dried (MgSO4) and evaporated. The residue is purified by flash chromatography using ethyl acetate-methylene chloride (2:3) as eluent to g...